Task: describe an organic reaction: reactants, conditions, products, and yield. Dataset: the Open Reaction Database (ORD), a public repository of structured organic reaction records Reactants: C[P+](C)(C)CC#N, CCC#N, CCN(C(C)C)C(C)C, [I-], N#Cc1ccc(N2CCNCC2)cc1, O=C1Nc2cc(CO)cnc2N2CCCCC12. The product is N#Cc1ccc(N2CCN(Cc3cnc4c(c3)NC(=O)C3CCCCN43)CC2)cc1. Reaction SMILES: [C:19]([CH2:20][P+:21]([CH3:22])([CH3:23])[CH3:24])#[N:25].[C:49](#[N:50])[CH2:51][CH3:52].[CH2:26]([N:27]([CH:28]([CH3:29])[CH3:30])[CH:31]([CH3:32])[CH3:33])[CH3:34].[I-:18].[N:35]1([c:41]2[cH:42][cH:43][c:44]([C:45]#[N:46])[cH:47][cH:48]2)[CH2:36][CH2:37][NH:38][CH2:39][CH2:40]1.[OH:1][CH2:2][c:3]1[cH:4][c:5]2[c:10]([n:11][cH:12]1)[N:9]1[CH:8]([C:7](=[O:17])[NH:6]2)[CH2:16][CH2:15][CH2:14][CH2:13]1>>[CH2:2]([c:3]1[cH:4][c:5]2[c:10]([n:11][cH:12]1)[N:9]1[CH:8]([C:7](=[O:17])[NH:6]2)[CH2:16][CH2:15][CH2:14][CH2:13]1)[N:38]1[CH2:37][CH2:36][N:35]([c:41]2[cH:42][cH:43][c:44]([C:45]#[N:46])[cH:47][cH:48]2)[CH2:40][CH2:39]1. Reactants: CCOCC, CCO, N#CC1CC1, Cl. Yields the product CCOC(=N)C1CC1, Cl. Reaction SMILES: [CH2:7]([CH3:8])[O:9][CH2:10][CH3:11].[CH3:12][CH2:13][OH:14].[CH:2]1([C:5]#[N:6])[CH2:3][CH2:4]1.[ClH:1]>>[CH:2]1([C:5](=[NH:6])[O:9][CH2:7][CH3:8])[CH2:3][CH2:4]1.[ClH:1]. The product is CC1CCN(CCOc2ccc(C#Cc3ccc(-c4ccccc4)cn3)cc2)CC1. The reactants are CC1CCN(CCOc2ccc(C#Cc3ccc(Br)cn3)cc2)CC1, O=C([O-])[O-], C1COCCO1, CO, CCOC(C)=O, [Na+], [Na+], OB(O)Oc1ccccc1. RXN SMILES: [Br:11][c:12]1[cH:13][cH:14][c:15]([C:18]#[C:19][c:20]2[cH:21][cH:22][c:23]([O:26][CH2:27][CH2:28][N:29]3[CH2:30][CH2:31][CH:32]([CH3:35])[CH2:33][CH2:34]3)[cH:24][cH:25]2)[n:16][cH:17]1.[C:36](=[O:37])([O-:38])[O-:39].[CH2:42]1[O:43][CH2:44][CH2:45][O:46][CH2:47]1.[CH3:48][OH:49].[CH3:50][CH2:51][O:52][C:53]([CH3:54])=[O:55].[Na+:40].[Na+:41].[c:1]1([O:7][B:8]([OH:9])[OH:10])[cH:2][cH:3][cH:4][cH:5][cH:6]1>>[c:1]1(-[c:12]2[cH:13][cH:14][c:15]([C:18]#[C:19][c:20]3[cH:21][cH:22][c:23]([O:26][CH2:27][CH2:28][N:29]4[CH2:30][CH2:31][CH:32]([CH3:35])[CH2:33][CH2:34]4)[cH:24][cH:25]3)[n:16][cH:17]2)[cH:2][cH:3][cH:4][cH:5][cH:6]1. The reactants are CCOC(=O)C1(Cc2ccc(Br)cc2)CCC1, O=C([O-])[O-], O=C(O)c1ccc(-c2cccc(-n3cc(C(=O)NC4CC4)c(=O)c4cccnc43)c2)cc1, [Na+], [Na+], CC(=O)[O-], CC(=O)[O-], [Pd+2], c1ccc(P(c2ccccc2)c2ccccc2)cc1. The product is CCOC(=O)C1(Cc2ccc(-c3cccc(-n4cc(C(=O)NC5CC5)c(=O)c5cccnc54)c3)cc2)CCC1. RXN SMILES: [Br:33][c:34]1[cH:35][cH:36][c:37]([CH2:38][C:39]2([C:43](=[O:44])[O:45][CH2:46][CH3:47])[CH2:40][CH2:41][CH2:42]2)[cH:48][cH:49]1.[C:50](=[O:51])([O-:52])[O-:53].[CH:1]1([NH:4][C:5](=[O:6])[c:7]2[cH:8][n:9](-[c:18]3[cH:19][c:20](-[c:24]4[cH:25][cH:26][c:27]([C:30]([OH:31])=[O:32])[cH:28][cH:29]4)[cH:21][cH:22][cH:23]3)[c:10]3[n:11][cH:12][cH:13][cH:14][c:15]3[c:16]2=[O:17])[CH2:2][CH2:3]1.[Na+:54].[Na+:55].[O-:76][C:77]([CH3:78])=[O:79].[O-:80][C:81]([CH3:82])=[O:83].[Pd+2:75].[c:56]1([P:57]([c:58]2[cH:59][cH:60][cH:61][cH:62][cH:63]2)[c:64]2[cH:65][cH:66][cH:67][cH:68][cH:69]2)[cH:70][cH:71][cH:72][cH:73][cH:74]1>>[CH:1]1([NH:4][C:5](=[O:6])[c:7]2[cH:8][n:9](-[c:18]3[cH:19][c:20](-[c:24]4[cH:25][cH:26][c:27]([CH2:38][C:39]5([C:43](=[O:44])[O:45][CH2:46][CH3:47])[CH2:40][CH2:41][CH2:42]5)[cH:28][cH:29]4)[cH:21][cH:22][cH:23]3)[c:10]3[n:11][cH:12][cH:13][cH:14][c:15]3[c:16]2=[O:17])[CH2:2][CH2:3]1. Reactants: crude product, FC=1C=C(C=CC1OC1=C2C(=NC=C1)C=C(S2)C2CCNCC2)NC2=C(C(=O)NC1=CC=C(C=C1)F)C=CC=N2 (2-(3-fluoro-4-(2-(piperidin-4-yl)thieno[3,2-b]pyridin-7-yloxy)phenylamino)-N-(4-fluorophenyl)nicotinamide), C=O (formaldehyde), Cl (HCl), Cl (HCl), C(=O)([O-])[O-].[Na+].[Na+] (Na2CO3), [BH-](OC(=O)C)(OC(=O)C)OC(=O)C.[Na+] (NaBH(OAc)3). Solvent: CO (MeOH), O (water), C1CCOC1 (THF). Reaction conditions: time 30 minute. The product is FC=1C=C(C=CC1OC1=C2C(=NC=C1)C=C(S2)C2CCN(CC2)C)NC2=C(C(=O)NC1=CC=C(C=C1)F)C=CC=N2 (2-(3-fluoro-4-(2-(1-methylpiperidin-4-yl)thieno[3,2-b]pyridin-7-yloxy)phenylamino)-N-(4-fluorophenyl)nicotinamide). Isolated yield 70.8%. Reaction SMILES: [F:1][C:2]1[CH:3]=[C:4]([NH:24][C:25]2[N:40]=[CH:39][CH:38]=[CH:37][C:26]=2[C:27]([NH:29][C:30]2[CH:35]=[CH:34][C:33]([F:36])=[CH:32][CH:31]=2)=[O:28])[CH:5]=[CH:6][C:7]=1[O:8][C:9]1[CH:14]=[CH:13][N:12]=[C:11]2[CH:15]=[C:16]([CH:18]3[CH2:23][CH2:22][NH:21][CH2:20][CH2:19]3)[S:17][C:10]=12.C=O.[BH-](OC(C)=O)(OC(C)=O)O[C:45](C)=O.[Na+].Cl.C([O-])([O-])=O.[Na+].[Na+]>O.C1COCC1.CO>[F:1][C:2]1[CH:3]=[C:4]([NH:24][C:25]2[N:40]=[CH:39][CH:38]=[CH:37][C:26]=2[C:27]([NH:29][C:30]2[CH:35]=[CH:34][C:33]([F:36])=[CH:32][CH:31]=2)=[O:28])[CH:5]=[CH:6][C:7]=1[O:8][C:9]1[CH:14]=[CH:13][N:12]=[C:11]2[CH:15]=[C:16]([CH:18]3[CH2:23][CH2:22][N:21]([CH3:45])[CH2:20][CH2:19]3)[S:17][C:10]=12 |f:2.3,5.6.7|. Procedure details: A round-bottomed flask was charged with 2-(3-fluoro-4-(2-(piperidin-4-yl)thieno[3,2-b]pyridin-7-yloxy)phenylamino)-N-(4-fluorophenyl)nicotinamide (Example 177, Step D, 47 mg, 0.084 mmol), formaldehyde (7.7 mg, 0.084 mmol) 33% in water and THF (5 mL). The mixture was stirred for 30 minutes and then NaBH(OAc)3 (18 mg, 0.084 mmol) was added. The mixture was stirred for another 30 minutes and then HCl (1N, 1 mL) was added. The acid was neutralized with Na2CO3 and the mixture extracted with EtOAc. Th... The reactants are C(#N)C(C)(C)N1C(=CC2=CC=C(C=C12)C(=O)OCC)C(=O)OCC (diethyl 1-(2-cyanopropan-2-yl)-1H-indole-2,6-dicarboxylate). The reagents and catalysts are [Ni] (Ni). Solvent: O (water). Run at temperature 50 celsius, time 18 hour. The product is CC1(CNC(C=2N1C=1C=C(C=CC1C2)C(=O)OCC)=O)C (ethyl 4,4-dimethyl-1-oxo-1,2,3,4-tetrahydropyrazino[1,2-a]indole-7-carboxylate). The yield is 115.4%. Reaction SMILES: [C:1]([C:3]([N:6]1[C:14]2[C:9](=[CH:10][CH:11]=[C:12]([C:15]([O:17][CH2:18][CH3:19])=[O:16])[CH:13]=2)[CH:8]=[C:7]1[C:20]([O:22]CC)=O)([CH3:5])[CH3:4])#[N:2]>[Ni].O>[CH3:4][C:3]1([CH3:5])[N:6]2[C:14]3[CH:13]=[C:12]([C:15]([O:17][CH2:18][CH3:19])=[O:16])[CH:11]=[CH:10][C:9]=3[CH:8]=[C:7]2[C:20](=[O:22])[NH:2][CH2:1]1. Procedure details: A mixture of diethyl 1-(2-cyanopropan-2-yl)-1H-indole-2,6-dicarboxylate (9.3 g, 23.3 mmol) and Raney Ni (4 g of 50% wet catalyst) and water (5 mL) water is heated to 50° C. under 250 psi of H2. The mixture is stirred for 18 h. LCMS shows complete reaction with high purity. The mixture is filtered through Celite, keeping the catalyst wet until properly disposed. The solvent was removed under reduced pressure to afford the title compound (7.7 g, 95%) as a white solid.